This data is from the Open Reaction Database (ORD), a public repository of structured organic reaction records. The task is: describe an organic reaction: reactants, conditions, products, and yield The reactants are N1=CC=CC=C1 (pyridine), NC=1C=C(C(=O)OC)C=CC1 (methyl 3-aminobenzoate), C(CCCC)(=O)Cl (valeryl chloride). The solvent is O (water). Run at time 4 hour. Product: C(CCCC)(=O)NC=1C=C(C(=O)OC)C=CC1 (methyl 3-valeramidobenzoate). Reaction SMILES: N1C=CC=CC=1.[NH2:7][C:8]1[CH:9]=[C:10]([CH:15]=[CH:16][CH:17]=1)[C:11]([O:13][CH3:14])=[O:12].[C:18](Cl)(=[O:23])[CH2:19][CH2:20][CH2:21][CH3:22]>O>[C:18]([NH:7][C:8]1[CH:9]=[C:10]([CH:15]=[CH:16][CH:17]=1)[C:11]([O:13][CH3:14])=[O:12])(=[O:23])[CH2:19][CH2:20][CH2:21][CH3:22]. Procedure: To anhydrous pyridine (120 ml), methyl 3-aminobenzoate (5.00 g) was dissolved, and valeryl chloride (4.13 ml) was added while cooling on ice. The mixture was stirred at room temperature for 4 hours. Distilled water was added to the solution. The whole was extracted with ethyl acetate, washed with 5% sodium hydrogencarbonate aqueous solution and water, and dried over anhydrous sodium sulfate. The solvent was evaporated, and the residue was purified by silica gel column chromatography (Kieselgel 6... Reactants: CCCC[N+](CCCC)(CCCC)CCCC.[F-] (TBAF), [Si](C)(C)(C(C)(C)C)O[C@H]([C@H](C=1OC(=NN1)C1=CC(=C(C=C1)F)O[Si](C)(C)C(C)(C)C)NC1=C(C(=C(C#N)C=C1)Cl)C)C (4-((1R,2S)-2-(tert-butyldimethylsilyloxy)-1-(5-(3-(tert-butyl dimethylsilyloxy)-4-fluorophenyl)-1,3,4-oxadiazol-2-yl)propylamino)-2-chloro-3-methylbenzonitrile), [NH4+].[Cl-] (NH4Cl). Solvent: C1CCOC1 (THF). Reaction conditions: temperature -55 celsius. The product is ClC1=C(C#N)C=CC(=C1C)N[C@H]([C@H](C)O)C=1OC(=NN1)C1=CC(=C(C=C1)F)O (2-Chloro-4-((1R,2S)-1-(5-(4-fluoro-3-hydroxyphenyl)-1,3,4-oxadiazol-2-yl)-2-hydroxypropylamino)-3-methylbenzonitrile). Yield: 90.6%. Reaction SMILES: [Si]([O:8][C@@H:9]([CH3:42])[C@@H:10]([NH:31][C:32]1[CH:39]=[CH:38][C:35]([C:36]#[N:37])=[C:34]([Cl:40])[C:33]=1[CH3:41])[C:11]1[O:12][C:13]([C:16]2[CH:21]=[CH:20][C:19]([F:22])=[C:18]([O:23][Si](C(C)(C)C)(C)C)[CH:17]=2)=[N:14][N:15]=1)(C(C)(C)C)(C)C.CCCC[N+](CCCC)(CCCC)CCCC.[F-].[NH4+].[Cl-]>C1COCC1>[Cl:40][C:34]1[C:33]([CH3:41])=[C:32]([NH:31][C@@H:10]([C:11]2[O:12][C:13]([C:16]3[CH:21]=[CH:20][C:19]([F:22])=[C:18]([OH:23])[CH:17]=3)=[N:14][N:15]=2)[C@@H:9]([OH:8])[CH3:42])[CH:39]=[CH:38][C:35]=1[C:36]#[N:37] |f:1.2,3.4|. Reported procedure: 4-((1R,2S)-2-(tert-butyldimethylsilyloxy)-1-(5-(3-(tert-butyl dimethylsilyloxy)-4-fluorophenyl)-1,3,4-oxadiazol-2-yl)propylamino)-2-chloro-3-methylbenzonitrile (400 mg, 0.63 mmol) was dissolved in THF (10 mL) and cooled to −55° C. under N2 atmosphere. TBAF (1.0M solution in THF, 1.52 mL, 1.52 mmol) was added to the pre-cooled solution slowly and the temperature allowed to rise gradually. After the reaction was complete, sat. NH4Cl (200 mL) was added and the mixture was extracted with EtOAc (3×10... Reactants: C(#N)CCCCCCO (6-Cyano-1-hexanol), ice water, CCOCC (ether), N1=CC=CC=C1 (pyridine), CCOCC (ether). Run in C(C)(=O)OC(C)=O (acetic anhydride). Conditions: time 2 hour. The product is C(#N)CCCCCCOC(C)=O (6-cyano-1-acetoxyhexane), ( C ). RXN SMILES: [C:1]([CH2:3][CH2:4][CH2:5][CH2:6][CH2:7][CH2:8][OH:9])#[N:2].N1C=CC=CC=1.[CH3:16][CH2:17][O:18]CC>C(OC(=O)C)(=O)C>[C:1]([CH2:3][CH2:4][CH2:5][CH2:6][CH2:7][CH2:8][O:9][C:17](=[O:18])[CH3:16])#[N:2]. Procedure: 6-Cyano-1-hexanol (7.1 g, 55.8 mmol) was dissolved in 30 mL of acetic anhydride under argon atmosphere. To this material was added 5.3 mL (65.4 mmol) of pyridine dropwise and the mixture was left to stir for 2 hours. The contents of the flask were then poured into a beaker containing 50 mL of ice water and the material was stirred for 15 minutes. The mixture was transferred to a 250 mL separatory funnel and ether (100 mL) was added. After shaking the ether phase was isolated and the aqueous phas... The reactants are [Al+3], COc1ccc(C(=O)c2c(C)oc3ccccc23)cc1, [Cl-], [Cl-], [Cl-]. Product: COc1ccc(Cc2c(C)oc3ccccc23)cc1. As a reaction SMILES: [Al+3:2].[CH3:5][c:6]1[o:7][c:8]2[c:9]([c:10]1[C:11]([c:12]1[cH:13][cH:14][c:15]([O:18][CH3:19])[cH:16][cH:17]1)=[O:20])[cH:21][cH:22][cH:23][cH:24]2.[Cl-:1].[Cl-:3].[Cl-:4]>>[CH3:5][c:6]1[o:7][c:8]2[c:9]([c:10]1[CH2:11][c:12]1[cH:13][cH:14][c:15]([O:18][CH3:19])[cH:16][cH:17]1)[cH:21][cH:22][cH:23][cH:24]2. Reactants: C(C)(C)(C)[Si](OC(CCC1N(C(CC1)=O)CCCCCCC#N)CC1=CC(=CC=C1)F)(C)C (7-{2-[3-(tert-butyl-dimethyl-silanyloxy)-4-(3-fluoro-phenyl)-butyl]-5-oxo-pyrrolidin-1-yl }-heptanenitrile), CCCC[N+](CCCC)(CCCC)CCCC.[F-] (TBAF). Conditions: time 24 hour. Product: FC=1C=C(C=CC1)CC(CCC1N(C(CC1)=O)CCCCCCC#N)O (7-{2-[4-(3-fluoro-phenyl)-3-hydroxy-butyl]-5-oxo-pyrrolidin-1-yl}-heptanenitrile). The yield is 71.0%. RXN SMILES: C([Si](C)(C)[O:6][CH:7]([CH2:24][C:25]1[CH:30]=[CH:29][CH:28]=[C:27]([F:31])[CH:26]=1)[CH2:8][CH2:9][CH:10]1[CH2:14][CH2:13][C:12](=[O:15])[N:11]1[CH2:16][CH2:17][CH2:18][CH2:19][CH2:20][CH2:21][C:22]#[N:23])(C)(C)C.CCCC[N+](CCCC)(CCCC)CCCC.[F-]>>[F:31][C:27]1[CH:26]=[C:25]([CH2:24][CH:7]([OH:6])[CH2:8][CH2:9][CH:10]2[CH2:14][CH2:13][C:12](=[O:15])[N:11]2[CH2:16][CH2:17][CH2:18][CH2:19][CH2:20][CH2:21][C:22]#[N:23])[CH:30]=[CH:29][CH:28]=1 |f:1.2|. Reported procedure: Following the procedure described for Example 5, Step B, 7-{2-[3-(tert-butyl-dimethyl-silanyloxy)-4-(3-fluoro-phenyl)-butyl]-5-oxo-pyrrolidin-1-yl }-heptanenitrile (261.7 mg, 0.551 mmol) was deprotected with TBAF (1M in THF, 0.83 mL, 0.83 mmol). The addition was performed at 0° C. and the reaction mixture was stirred at room temperature for 24 h. Purification by medium pressure chromatography (CH2Cl2 to 1% MeOH in CH2Cl2 to 2% MeOH in CH2Cl2 to 4% MeOH in CH2Cl2) provided 7-{2-[4-(3-fluoro-pheny... Reactants: C1(C=2C(C(N1CC)=O)=CC=CC2)=O.CNS(=O)=O (2-phthalimidoethane N-methylsulfonamide), C1(C=2C(C(N1CCCS(=O)(=O)Cl)=O)=CC=CC2)=O (3-phthalimidopropanesulfonyl chloride). Product: C1(C=2C(C(N1CCC)=O)=CC=CC2)=O.CNS(=O)=O (3-phthalimidopropane N-methylsulfonamide). RXN SMILES: C1(=O)N(CC)C(=O)C2=CC=CC=C12.[CH3:14][NH:15][SH:16](=[O:18])=[O:17].[C:19]1(=[O:36])[N:23]([CH2:24][CH2:25][CH2:26]S(Cl)(=O)=O)[C:22](=[O:31])[C:21]2=[CH:32][CH:33]=[CH:34][CH:35]=[C:20]12>>[C:22]1(=[O:31])[N:23]([CH2:24][CH2:25][CH3:26])[C:19](=[O:36])[C:20]2=[CH:35][CH:34]=[CH:33][CH:32]=[C:21]12.[CH3:14][NH:15][SH:16](=[O:18])=[O:17] |f:0.1,3.4|. Procedure: Synthesised according to the method described for 2-phthalimidoethane-N-methylsulfonamide from 3-phthalimidopropanesulfonyl chloride (2.50 g). Yield: 854 mg (35%). 1H-NMR (CDCl3) δ (ppm) 7.82-7.76 (m, 2H), 7.72-7.64 (m, 2H), 4.13 (br s, 1H), 3.78 (t, J=6.8 Hz, 2H), 3.07-2.99 (m, 2H), 2.74 (d, J=5.2 Hz, 3H), 2.21-1.18 (m, 2H). Starting materials: C(CCCCCCC\C=C/CCCCCCCC)(=O)O (oleic acid), N(CCO)CCO (diethanolamine). Reaction SMILES: [C:1]([OH:20])(=O)[CH2:2][CH2:3][CH2:4][CH2:5][CH2:6][CH2:7][CH2:8]/[CH:9]=[CH:10]\[CH2:11][CH2:12][CH2:13][CH2:14][CH2:15][CH2:16][CH2:17][CH3:18].[NH:21]([CH2:25][CH2:26][OH:27])[CH2:22][CH2:23][OH:24]>>[CH3:18][CH2:17][CH2:16][CH2:15][CH2:14][CH2:13][CH2:12][CH2:11]/[CH:10]=[CH:9]\[CH2:8][CH2:7][CH2:6][CH2:5][CH2:4][CH2:3][CH2:2][C:1]([N:21]([CH2:25][CH2:26][OH:27])[CH2:22][CH2:23][OH:24])=[O:20]. The product is CCCCCCCC/C=C\CCCCCCCC(=O)N(CCO)CCO (Oleic diethanolamide). Reported procedure: Oleic diethanolamide was prepared by stirring equimolar quantities of oleic acid and diethanolamine in a nitrogen atmosphere while heating to 182° C. and maintaining the temperature for 2 hours while removing water. The product (Additive D), which also contained a significant amount of ester, was representative of another commercial amide. Reaction conditions: temperature 182 celsius.